From a dataset of the Open Reaction Database (ORD), a public repository of structured organic reaction records. describe an organic reaction: reactants, conditions, products, and yield The reactants are O=C1CCC(=O)N1Br, CC(C)(C)OC(=O)N1CCC(N2CCCCc3ccccc32)C1, CN(C)C=O, O. Product: CC(C)(C)OC(=O)N1CCC(N2CCCCc3cc(Br)ccc32)C1. Reaction SMILES: [Br:24][N:25]1[C:26](=[O:27])[CH2:28][CH2:29][C:30]1=[O:31].[N:1]1([CH:12]2[CH2:13][N:14]([C:17](=[O:18])[O:19][C:20]([CH3:21])([CH3:22])[CH3:23])[CH2:15][CH2:16]2)[c:2]2[c:3]([cH:8][cH:9][cH:10][cH:11]2)[CH2:4][CH2:5][CH2:6][CH2:7]1.[O:32]=[CH:33][N:34]([CH3:35])[CH3:36].[OH2:37]>>[N:1]1([CH:12]2[CH2:13][N:14]([C:17](=[O:18])[O:19][C:20]([CH3:21])([CH3:22])[CH3:23])[CH2:15][CH2:16]2)[c:2]2[c:3]([cH:8][c:9]([Br:24])[cH:10][cH:11]2)[CH2:4][CH2:5][CH2:6][CH2:7]1. Starting materials: C(C1=CC=CC=C1)OC1=C(C(=O)NCCCCCCCCCCCC(=O)O)C=C(C=C1)OCC1=CC=CC=C1 (12-{N-[2,5-di(benzyloxy)benzoyl]amino}dodecanoic acid), compound, Cl (hydrogen chloride), C(C)O (ethanol). Reaction conditions: time 4.5 hour. Yields the product C(C1=CC=CC=C1)OC1=C(C(=O)NCCCCCCCCCCCC(=O)OCC)C=C(C=C1)OCC1=CC=CC=C1 (ethyl 12-{N-[2,5-di(benzyloxy)benzoyl]amino}dodecanoate). Isolated yield 64.0%. Reaction SMILES: [CH2:1]([O:8][C:9]1[CH:31]=[CH:30][C:29]([O:32][CH2:33][C:34]2[CH:39]=[CH:38][CH:37]=[CH:36][CH:35]=2)=[CH:28][C:10]=1[C:11]([NH:13][CH2:14][CH2:15][CH2:16][CH2:17][CH2:18][CH2:19][CH2:20][CH2:21][CH2:22][CH2:23][CH2:24][C:25]([OH:27])=[O:26])=[O:12])[C:2]1[CH:7]=[CH:6][CH:5]=[CH:4][CH:3]=1.Cl.[CH2:41](O)[CH3:42]>>[CH2:1]([O:8][C:9]1[CH:31]=[CH:30][C:29]([O:32][CH2:33][C:34]2[CH:35]=[CH:36][CH:37]=[CH:38][CH:39]=2)=[CH:28][C:10]=1[C:11]([NH:13][CH2:14][CH2:15][CH2:16][CH2:17][CH2:18][CH2:19][CH2:20][CH2:21][CH2:22][CH2:23][CH2:24][C:25]([O:27][CH2:41][CH3:42])=[O:26])=[O:12])[C:2]1[CH:7]=[CH:6][CH:5]=[CH:4][CH:3]=1. Procedure: To a solution of 4 g (7.5 mmol) of 12-{N-[2,5-di(benzyloxy)benzoyl]amino}dodecanoic acid (compound of Example 6) in 23 ml of anhydrous ethanol, 7.5 mmol of 20% ethanolic hydrogen chloride solution were added and the reaction mixture was stirred for 4.5 hours. After cooling the precipitate was filtered, washed with ether and dried to give 2.69 g (64%) of the aimed compound, m.p.: 70°-71° C. Starting materials: 1-(3,4-Oxidobutyl)-3,7-dimethylxanthine, BrCCC=C (4-bromobutene), O (water), [H-].[Na+] (Sodium hydride), N1C(=O)N(C)C=2N=CN(C)C2C1=O (theobromine). The solvent is CS(=O)C (dimethylsulfoxide). Conditions: time 20 minute. Yields the product C(CC=C)N1C(=O)N(C=2N=CN(C2C1=O)C)C (1-(3-Butenyl)-3,7-dimethylxanthine). The yield is 67.2%. As a reaction SMILES: [H-].[Na+].[NH:3]1[C:14](=[O:15])[C:13]2[N:11]([CH3:12])[CH:10]=[N:9][C:8]=2[N:6]([CH3:7])[C:4]1=[O:5].Br[CH2:17][CH2:18][CH:19]=[CH2:20].O>CS(C)=O>[CH2:20]([N:3]1[C:14](=[O:15])[C:13]2[N:11]([CH3:12])[CH:10]=[N:9][C:8]=2[N:6]([CH3:7])[C:4]1=[O:5])[CH2:19][CH:18]=[CH2:17] |f:0.1|. Reported procedure: This example illustrates a synthesis of 1-(3,4-Oxidobutyl)-3,7-dimethylxanthine (inventive compound no. 2513). Sodium hydride (95%) (1.26 g, 50 mmol) was added to a solution of theobromine (7.2 g, 40 mmol) in dimethylsulfoxide (300 mL). After 20 minutes of stirring, 4-bromobutene (5.4 g, 40 mmol) was added. After 16 hours of stirring at room temperature, the reaction was poured into a separatory funnel containing 1 L of water and extracted with dichloromethane (5×200 mL). The organic extracts we... Reactants: aqueous solution, [OH-].[Na+] (sodium hydroxide), O1C(=NC=C1)C=1C=C(C=2CCN(C(C2C1)=O)C(CCC)CCC)C(=O)OC (methyl 7-(2-oxazolyl]-1-oxo-2-(1-propylbutyl)-1,2,3,4-tetrahydroisoquinoline-5-carboxylate). Run in O1CCOCC1 (dioxane), O1CCOCC1 (dioxane). The product is O1C(=NC=C1)C=1C=C(C=2CCN(C(C2C1)=O)C(CCC)CCC)C(=O)O (7-(2-oxazolyl]-1-oxo-2-(1-propylbutyl)-1,2,3,4-tetrahydroisoquinoline-5-carboxylic acid). The yield is 93.9%. As a reaction SMILES: [O:1]1[CH:5]=[CH:4][N:3]=[C:2]1[C:6]1[CH:7]=[C:8]([C:24]([O:26]C)=[O:25])[C:9]2[CH2:10][CH2:11][N:12]([CH:17]([CH2:21][CH2:22][CH3:23])[CH2:18][CH2:19][CH3:20])[C:13](=[O:16])[C:14]=2[CH:15]=1.[OH-].[Na+]>O1CCOCC1>[O:1]1[CH:5]=[CH:4][N:3]=[C:2]1[C:6]1[CH:7]=[C:8]([C:24]([OH:26])=[O:25])[C:9]2[CH2:10][CH2:11][N:12]([CH:17]([CH2:18][CH2:19][CH3:20])[CH2:21][CH2:22][CH3:23])[C:13](=[O:16])[C:14]=2[CH:15]=1 |f:1.2|. Procedure details: 320 mg of methyl 7-(2-oxazolyl]-1-oxo-2-(1-propylbutyl)-1,2,3,4-tetrahydroisoquinoline-5-carboxylate are dissolved in 7 cm3 of dioxane at a temperature close to 20° C. 2.1 cm3 of a 1N aqueous solution of sodium hydroxide are added, then the reaction mixture is heated at a temperature close to 60° C. for 30 min. The dioxane contained in the reaction mixture is concentrated to dryness under reduced pressure (5 kPa). 2.5 cm3 of a 1N aqueous solution of hydrochloric acid, 20 cm3 of dichloromethane a... The reactants are C1(=CC=CC=C1)C1OC2=CC=C(C=C2C(C1)O)O (2-phenylchroman-4,6-diol), ClC=1C=C(C=CC1)C1OC2=CC=C(C=C2C(C1)=O)O (2-(3-chloro-phenyl)-6-hydroxychroman-4-one). Yields the product ClC=1C=C(C=CC1)C1OC2=CC=C(C=C2C(C1)O)O (2-(3-Chlorophenyl)chroman-4,6-diol). As a reaction SMILES: C1(C2CC(O)C3C(=CC=C(O)C=3)O2)C=CC=CC=1.[Cl:19][C:20]1[CH:21]=[C:22]([CH:26]2[CH2:35][C:34](=[O:36])[C:33]3[C:28](=[CH:29][CH:30]=[C:31]([OH:37])[CH:32]=3)[O:27]2)[CH:23]=[CH:24][CH:25]=1>>[Cl:19][C:20]1[CH:21]=[C:22]([CH:26]2[CH2:35][CH:34]([OH:36])[C:33]3[C:28](=[CH:29][CH:30]=[C:31]([OH:37])[CH:32]=3)[O:27]2)[CH:23]=[CH:24][CH:25]=1. Procedure: 2-(3-Chlorophenyl)chroman-4,6-diol was prepared as described for 2-phenylchroman-4,6-diol in Example 8(a) starting from 730 mg of 2-(3-chloro-phenyl)-6-hydroxychroman-4-one. 1H NMR (400 MHz, d6-DMSO) δ: 8.85 (s, 1H), 7.50 (d, 1H, J 1.7 Hz), 7.46-7.38 (m, 3H), 6.88 (d, 1H, J 2.5 Hz), 6.62 (d, 1H, J 8.6 Hz), 6.55 (dd, 1H, J 8.6, 2.5 Hz), 5.44 (d, 1H, J 6.6 Hz), 5.15 (dd, 1H, J 11.8, 1.4 Hz), 4.87 (m, 1H), 2.29 (m, 1H), 1.85 (m, 1H).